This data is from the Open Reaction Database (ORD), a public repository of structured organic reaction records. The task is: describe an organic reaction: reactants, conditions, products, and yield Starting materials: Cc1c(C#N)ccc2c1N(S(=O)(=O)c1ccc(C(C)(C)C)cc1)Cc1ccc(C(F)(F)F)nc1N2, CCOC(C)=O, [Li+], C1COCCO1, [OH-], O, O. The product is Cc1c(C(N)=O)ccc2c1N(S(=O)(=O)c1ccc(C(C)(C)C)cc1)Cc1ccc(C(F)(F)F)nc1N2. Reaction SMILES: [C:1](#[N:2])[c:3]1[cH:4][cH:5][c:6]2[c:7]([c:34]1[CH3:35])[N:8]([S:21](=[O:22])(=[O:23])[c:24]1[cH:25][cH:26][c:27]([C:30]([CH3:31])([CH3:32])[CH3:33])[cH:28][cH:29]1)[CH2:9][c:10]1[c:11]([n:13][c:14]([C:17]([F:18])([F:19])[F:20])[cH:15][cH:16]1)[NH:12]2.[CH3:46][CH2:47][O:48][C:49]([CH3:50])=[O:51].[Li+:38].[O:40]1[CH2:41][CH2:42][O:43][CH2:44][CH2:45]1.[OH-:37].[OH2:36].[OH2:39]>>[C:1]([NH2:2])([c:3]1[cH:4][cH:5][c:6]2[c:7]([c:34]1[CH3:35])[N:8]([S:21](=[O:22])(=[O:23])[c:24]1[cH:25][cH:26][c:27]([C:30]([CH3:31])([CH3:32])[CH3:33])[cH:28][cH:29]1)[CH2:9][c:10]1[c:11]([n:13][c:14]([C:17]([F:18])([F:19])[F:20])[cH:15][cH:16]1)[NH:12]2)=[O:40]. Starting materials: C1(=CC=CC=2CCCCC12)N (5,6,7,8-Tetrahydro-1-naphthylamine), TEFLON, N1C(=NCC1)S(=O)(=O)O (imidazoline-2-sulfonic acid), N1C(=NCC1)S(=O)(=O)O (imidazoline-2-sulfonic acid). Run in CC#N (CH3CN). Reaction conditions: temperature 155 celsius. Product: C1(=CC=CC=2CCCCC12)N=C1NCCN1 (2-(5,6,7,8-tetrahydro-1-naphthylimino)-imidazolidine). The yield is 13.7%. As a reaction SMILES: [C:1]1([NH2:11])[C:10]2[CH2:9][CH2:8][CH2:7][CH2:6][C:5]=2[CH:4]=[CH:3][CH:2]=1.[NH:12]1[CH2:16][CH2:15][N:14]=[C:13]1S(O)(=O)=O>CC#N>[C:1]1([N:11]=[C:13]2[NH:14][CH2:15][CH2:16][NH:12]2)[C:10]2[CH2:9][CH2:8][CH2:7][CH2:6][C:5]=2[CH:4]=[CH:3][CH:2]=1. Reported procedure: 5,6,7,8-Tetrahydro-1-naphthylamine (Aldrich, 159 mg, 1.06 mmol), imidazoline-2-sulfonic acid (147.0 mg, 1.0 mmol, Compound 7 obtained as described above) and CH3CN (5 ml) were placed in a thick-walled cap which was sealed with a TEFLON™ screw and heated to 155° C. for 1.25 hours. The reaction mixture was cooled to room temperature and concentrated in vacuo. The resident was dissolved in CHCl3 and washed with aq. 1N NaOH ) to pH 13). The organic layer was separated, washed with brine, dried over ...